From a dataset of the Open Reaction Database (ORD), a public repository of structured organic reaction records. describe an organic reaction: reactants, conditions, products, and yield Starting materials: COC1=C(C=CC(=C1)OCCCS(=O)(=O)C)[N+](=O)[O-] (2-methoxy-4-(3-(methylsulfonyl)propoxy)-1-nitrobenzene). The reagents and catalysts are [Pd] (Pd/C). Run in CO (methanol). Run at time 0.5 hour. Yields the product CS(=O)(=O)CCCOC1=CC(=C(C=C1)N)OC (4-(3-methanesulfonyl-propoxy)-2-methoxy-phenylamine). Yield: 115.7%. As a reaction SMILES: [CH3:1][O:2][C:3]1[CH:8]=[C:7]([O:9][CH2:10][CH2:11][CH2:12][S:13]([CH3:16])(=[O:15])=[O:14])[CH:6]=[CH:5][C:4]=1[N+:17]([O-])=O>CO.[Pd]>[CH3:16][S:13]([CH2:12][CH2:11][CH2:10][O:9][C:7]1[CH:6]=[CH:5][C:4]([NH2:17])=[C:3]([O:2][CH3:1])[CH:8]=1)(=[O:14])=[O:15]. Procedure: Step C A suspension of 2-methoxy-4-(3-(methylsulfonyl)propoxy)-1-nitrobenzene (0.4 g, 1.6 mmol) and Pd/C (Aldrich, 10%, 0.1 g) in methanol (15 mL) was vigorously shaken in a Parr under atmosphere of H2 (50 psi) for 0.5 h. The mixture was filtered through a short pad of celite. The filtrate was concentrated to give 4-(3-methanesulfonyl-propoxy)-2-methoxy-phenylamine as a black oil (0.48 g, 92%).